This data is from the Open Reaction Database (ORD), a public repository of structured organic reaction records. The task is: describe an organic reaction: reactants, conditions, products, and yield Starting materials: C(C)(C)(C)C1=C(C=C(C=C1)O)OCCOC (4-tert-butyl-3-(2-methoxyethoxy)phenol), BrCC(=O)OCC (ethyl bromoacetate), [H-].[Na+] (sodium hydride). Run in O1CCCC1 (tetrahydrofuran), O1CCCC1 (tetrahydrofuran). Reaction conditions: time 30 minute. The product is C(C)(C)(C)C1=C(C=C(OCC(=O)OCC)C=C1)OCCOC (Ethyl [4-tert-butyl-3-(2-methoxyethoxy)phenoxy]acetate). Yield: 59.8%. Reaction SMILES: [H-].[Na+].[C:3]([C:7]1[CH:12]=[CH:11][C:10]([OH:13])=[CH:9][C:8]=1[O:14][CH2:15][CH2:16][O:17][CH3:18])([CH3:6])([CH3:5])[CH3:4].Br[CH2:20][C:21]([O:23][CH2:24][CH3:25])=[O:22]>O1CCCC1>[C:3]([C:7]1[CH:12]=[CH:11][C:10]([O:13][CH2:20][C:21]([O:23][CH2:24][CH3:25])=[O:22])=[CH:9][C:8]=1[O:14][CH2:15][CH2:16][O:17][CH3:18])([CH3:6])([CH3:4])[CH3:5] |f:0.1|. Reported procedure: To a tetrahydrofuran (THF) (10 ml) suspension of sodium hydride (60% in mineral oil) (68 mg, 1.7 mmol) was added a tetrahydrofuran (THF) solution (5 ml) of 4-tert-butyl-3-(2-methoxyethoxy)phenol (320 mg, 1.4 mmol) and the mixture was stirred for 30 minutes at ambient temperature. To the mixture was added ethyl bromoacetate (190 ul, 1.7 mmol) at ambient temperature. The stirred mixture was refluxed for 4 hours. The reaction mixture was then quenched with saturated aqueous solution of ammonium chl... Starting materials: N#Cc1c[nH]c(C(=O)Nc2ccc(C3CCNCC3)cc2C2=CCCCC2)n1, CC1(C)OCC(=O)CO1, ClCCl, O=C(O)C(F)(F)F, O. The product is CC1(C)OCC(N2CCC(c3ccc(NC(=O)c4nc(C#N)c[nH]4)c(C4=CCCCC4)c3)CC2)CO1. RXN SMILES: [C:8]1([c:14]2[c:15]([NH:26][C:27](=[O:28])[c:29]3[nH:30][cH:31][c:32]([C:34]#[N:35])[n:33]3)[cH:16][cH:17][c:18]([CH:20]3[CH2:21][CH2:22][NH:23][CH2:24][CH2:25]3)[cH:19]2)=[CH:9][CH2:10][CH2:11][CH2:12][CH2:13]1.[CH3:36][C:37]1([CH3:44])[O:38][CH2:39][C:40](=[O:43])[CH2:41][O:42]1.[Cl:45][CH2:46][Cl:47].[F:1][C:2]([F:3])([F:4])[C:5]([OH:6])=[O:7].[OH2:48]>>[C:8]1([c:14]2[c:15]([NH:26][C:27](=[O:28])[c:29]3[nH:30][cH:31][c:32]([C:34]#[N:35])[n:33]3)[cH:16][cH:17][c:18]([CH:20]3[CH2:21][CH2:22][N:23]([CH:40]4[CH2:39][O:38][C:37]([CH3:36])([CH3:44])[O:42][CH2:41]4)[CH2:24][CH2:25]3)[cH:19]2)=[CH:9][CH2:10][CH2:11][CH2:12][CH2:13]1. The reactants are C1(CCCCC1)CN1C[C@H](CCC1)CNC(=O)C[C@@H]1N(CCC1)C(=O)[C@H]1N(C[C@@H](C1)OS(=O)(=O)C)C(CC(C1=CC=CC=C1)(C1=CC=CC=C1)C1=CC=CC=C1)=O ((2R)-N-{((3R)-1-cyclohexylmethyl-3-piperidyl)methyl}-1-{(2S,4R)-4-(methylsulfonyloxy)-1-(3,3,3-triphenylpropanoyl)pyrrolidin-2-yl}carbonylpyrrolidine-2-carboxyamide), CN(C=O)C (N,N-dimethylformamide). Reagents/catalysts: C(C)(=O)[O-].C(CCC)[N+](CCCC)(CCCC)CCCC (tetrabutylammonium acetate). Run in C(C)(=O)OCC (ethyl acetate). Product: C(C)(=O)O[C@H]1C[C@H](N(C1)C(CC(C1=CC=CC=C1)(C1=CC=CC=C1)C1=CC=CC=C1)=O)C(=O)N1[C@H](CCC1)C(=O)NC[C@@H]1CN(CCC1)CC1CCCCC1 ((2R)-1-{(2S,4S)-4-acetoxy-1-(3,3,3-triphenylpropanoyl)pyrrolidin-2-yl}carbonyl-N-{((3R)-1-cyclohexylmethyl-3-piperidyl)methyl}pyrrolidine-2-carboxamide). RXN SMILES: C1(CN2CCC[C@H](CNC(C[C@H:19]3[CH2:23][CH2:22][CH2:21][N:20]3[C:24]([C@@H:26]3[CH2:30][C@@H:29]([O:31]S(C)(=O)=O)[CH2:28][N:27]3[C:36](=[O:57])[CH2:37][C:38]([C:51]3[CH:56]=[CH:55][CH:54]=[CH:53][CH:52]=3)([C:45]3[CH:50]=[CH:49][CH:48]=[CH:47][CH:46]=3)[C:39]3[CH:44]=[CH:43][CH:42]=[CH:41][CH:40]=3)=[O:25])=O)C2)CCCCC1.[CH3:58][N:59]([CH3:62])[CH:60]=O>C([O-])(=O)C.C([N+](CCCC)(CCCC)CCCC)CCC.C(OCC)(=O)C>[C:29]([O:31][C@@H:29]1[CH2:28][N:27]([C:36](=[O:57])[CH2:37][C:38]([C:51]2[CH:52]=[CH:53][CH:54]=[CH:55][CH:56]=2)([C:45]2[CH:46]=[CH:47][CH:48]=[CH:49][CH:50]=2)[C:39]2[CH:44]=[CH:43][CH:42]=[CH:41][CH:40]=2)[C@H:26]([C:24]([N:20]2[CH2:21][CH2:22][CH2:23][C@@H:19]2[C:24]([NH:20][CH2:19][C@H:23]2[CH2:22][CH2:21][CH2:60][N:59]([CH2:62][CH:39]3[CH2:40][CH2:41][CH2:42][CH2:43][CH2:44]3)[CH2:58]2)=[O:25])=[O:25])[CH2:30]1)(=[O:31])[CH3:28] |f:2.3|. Procedure details: A solution of 40 mg of (2R)-N-{((3R)-1-cyclohexylmethyl-3-piperidyl)methyl}-1-{(2S,4R)-4-(methylsulfonyloxy)-1-(3,3,3-triphenylpropanoyl)pyrrolidin-2-yl}carbonylpyrrolidine-2-carboxyamide and 30 mg of tetrabutylammonium acetate in 1 ml of N,N-dimethylformamide was stirred at 85° C. for 15 hours under heating. The reaction liquid was diluted with ethyl acetate, successively washed with water and saturated brine, and dried over anhydrous sodium sulfate. The solvent was distilled off under reduced ... Procedure: (-)-(2R)-2-[4-Benzyloxy-3-(2-benzyloxyethyl)phenyl]-2-hydroxy-N-((2S)-7-hydroxy-1,2,3,4-tetrahydronaphthalen-2-yl)acetamide (low polarity isomer) (1.08 g) was dissolved in 20 ml of tetrahydrofuran, 438 μl of borane-dimethylsulfide complex was added to the solution, and the mixture was heated under reflux for 3 hours. Then, a solution of 1.14 g of triethanolamine in 1 ml of tetrahydrofuran was added and the mixture was again heated under reflux for 6 hours. After cooling, water was added to the r... Isolated yield 65.3%. The solvent is O1CCCC1 (tetrahydrofuran), O1CCCC1 (tetrahydrofuran). Starting materials: N(CCO)(CCO)CCO (triethanolamine), C(C1=CC=CC=C1)OC1=C(C=C(C=C1)[C@H](C(=O)N[C@@H]1CC2=CC(=CC=C2CC1)O)O)CCOCC1=CC=CC=C1 ((-)-(2R)-2-[4-Benzyloxy-3-(2-benzyloxyethyl)phenyl]-2-hydroxy-N-((2S)-7-hydroxy-1,2,3,4-tetrahydronaphthalen-2-yl)acetamide), O (water). Yields the product C(C1=CC=CC=C1)OC1=C(C=C(C=C1)[C@H](CN[C@@H]1CC2=CC(=CC=C2CC1)O)O)CCOCC1=CC=CC=C1 ((-)-(1R)-1-[4-benzyloxy-3-(2-benzyloxyethyl)phenyl]-2-((2S)-7-hydroxy-1,2,3,4-tetrahydronaphthalen-2-ylamino)ethanol). RXN SMILES: [CH2:1]([O:8][C:9]1[CH:14]=[CH:13][C:12]([C@@H:15]([OH:30])[C:16]([NH:18][C@H:19]2[CH2:28][CH2:27][C:26]3[C:21](=[CH:22][C:23]([OH:29])=[CH:24][CH:25]=3)[CH2:20]2)=O)=[CH:11][C:10]=1[CH2:31][CH2:32][O:33][CH2:34][C:35]1[CH:40]=[CH:39][CH:38]=[CH:37][CH:36]=1)[C:2]1[CH:7]=[CH:6][CH:5]=[CH:4][CH:3]=1.N(CCO)(CCO)CCO.O>O1CCCC1>[CH2:1]([O:8][C:9]1[CH:14]=[CH:13][C:12]([C@@H:15]([OH:30])[CH2:16][NH:18][C@H:19]2[CH2:28][CH2:27][C:26]3[C:21](=[CH:22][C:23]([OH:29])=[CH:24][CH:25]=3)[CH2:20]2)=[CH:11][C:10]=1[CH2:31][CH2:32][O:33][CH2:34][C:35]1[CH:36]=[CH:37][CH:38]=[CH:39][CH:40]=1)[C:2]1[CH:7]=[CH:6][CH:5]=[CH:4][CH:3]=1. Starting materials: C=C(c1cc2ccccc2[nH]1)c1ccc(Cl)cc1Cl, O=C1C=CC(=O)N1c1ccccc1, Cc1ccccc1C. Product: O=C1C2CC(c3ccc(Cl)cc3Cl)c3[nH]c4ccccc4c3C2C(=O)N1c1ccccc1. RXN SMILES: [Cl:1][c:2]1[c:3]([C:9](=[CH2:10])[c:11]2[nH:12][c:13]3[cH:14][cH:15][cH:16][cH:17][c:18]3[cH:19]2)[cH:4][cH:5][c:6]([Cl:8])[cH:7]1.[c:20]1([N:26]2[C:27](=[O:32])[CH:28]=[CH:29][C:30]2=[O:31])[cH:21][cH:22][cH:23][cH:24][cH:25]1.[c:33]1([CH3:34])[c:35]([CH3:36])[cH:37][cH:38][cH:39][cH:40]1>>[Cl:1][c:2]1[c:3]([CH:9]2[CH2:10][CH:28]3[C:27](=[O:32])[N:26]([c:20]4[cH:21][cH:22][cH:23][cH:24][cH:25]4)[C:30](=[O:31])[CH:29]3[c:19]3[c:11]2[nH:12][c:13]2[cH:14][cH:15][cH:16][cH:17][c:18]23)[cH:4][cH:5][c:6]([Cl:8])[cH:7]1. Reactants: CCSC1=NC(=O)C(=Cc2ccc3c(cnn3Cc3ccc(C(F)(F)F)cc3C(F)(F)F)c2)S1, OCCNC1CCCNC1. Product: O=C1N=C(N2CCCC(NCCO)C2)SC1=Cc1ccc2c(cnn2Cc2ccc(C(F)(F)F)cc2C(F)(F)F)c1. As a reaction SMILES: [F:1][C:2]([c:3]1[c:4]([CH2:5][n:6]2[n:7][cH:8][c:9]3[cH:10][c:11]([CH:15]=[C:16]4[C:17](=[O:24])[N:18]=[C:19]([S:21][CH2:22][CH3:23])[S:20]4)[cH:12][cH:13][c:14]23)[cH:25][cH:26][c:27]([C:29]([F:30])([F:31])[F:32])[cH:28]1)([F:33])[F:34].[NH:35]1[CH2:36][CH:37]([NH:41][CH2:42][CH2:43][OH:44])[CH2:38][CH2:39][CH2:40]1>>[F:1][C:2]([c:3]1[c:4]([CH2:5][n:6]2[n:7][cH:8][c:9]3[cH:10][c:11]([CH:15]=[C:16]4[C:17](=[O:24])[N:18]=[C:19]([N:35]5[CH2:36][CH:37]([NH:41][CH2:42][CH2:43][OH:44])[CH2:38][CH2:39][CH2:40]5)[S:20]4)[cH:12][cH:13][c:14]23)[cH:25][cH:26][c:27]([C:29]([F:30])([F:31])[F:32])[cH:28]1)([F:33])[F:34]. Reactants: C, c1ccc(COc2ccc(CCCCn3cncn3)cc2)cc1, CCO, [Pd]. The product is Oc1ccc(CCCCn2cncn2)cc1. As a reaction SMILES: [C:24].[CH2:1]([c:2]1[cH:3][cH:4][cH:5][cH:6][cH:7]1)[O:8][c:9]1[cH:10][cH:11][c:12]([CH2:15][CH2:16][CH2:17][CH2:18][n:19]2[n:20][cH:21][n:22][cH:23]2)[cH:13][cH:14]1.[CH3:26][CH2:27][OH:28].[Pd:25]>>[OH:8][c:9]1[cH:10][cH:11][c:12]([CH2:15][CH2:16][CH2:17][CH2:18][n:19]2[n:20][cH:21][n:22][cH:23]2)[cH:13][cH:14]1. Conditions: temperature 65 celsius. As a reaction SMILES: [NH2:1][C:2]1[CH:3]=[C:4]([CH:9]=[CH:10][C:11]=1[C:12]#[C:13][C:14]1[C:19]([Cl:20])=[CH:18][CH:17]=[CH:16][C:15]=1[Cl:21])[C:5]([O:7][CH3:8])=[O:6]>C(#N)C.C(#N)C.C(#N)C.[Pd](Cl)Cl>[Cl:21][C:15]1[CH:16]=[CH:17][CH:18]=[C:19]([Cl:20])[C:14]=1[C:13]1[NH:1][C:2]2[C:11]([CH:12]=1)=[CH:10][CH:9]=[C:4]([C:5]([O:7][CH3:8])=[O:6])[CH:3]=2 |f:2.3.4|. The reagents and catalysts are C(C)#N.C(C)#N.[Pd](Cl)Cl (palladium (II) chloride bis(acetonitrile)). Procedure: A mixture of methyl 3-amino-4-(2,6-dichlorophenylethynyl)-benzoate (450 mg, 1.41 mmol) and palladium (II) chloride bis(acetonitrile) (90 mg, 347 μmol) in acetonitrile (5 mL) was heated at 65° C. for 2 h. The solvent was removed on under reduced pressure and the residue was purified by chromatography using a gradient of 10-30% heptane/ethyl acetate to give methyl 2-(2,6-dichlorophenyl)-1H-indole-6-carboxylate. The product is ClC1=C(C(=CC=C1)Cl)C=1NC2=CC(=CC=C2C1)C(=O)OC (methyl 2-(2,6-dichlorophenyl)-1H-indole-6-carboxylate). The solvent is C(C)#N (acetonitrile). Reactants: NC=1C=C(C(=O)OC)C=CC1C#CC1=C(C=CC=C1Cl)Cl (methyl 3-amino-4-(2,6-dichlorophenylethynyl)-benzoate). Reported procedure: 1-(4-Piperidinyl)-3,4-dihydrocarbostyril (0.8 g) is dissolved in dichloromethane (20 ml) and thereto is added phenylisocyanate (0.57 ml) and the mixture is stirred at room temperature for 4 hours. The solvent is concentrated and the residue is purified by silica gel column chromatography (solvent; n-hexane:ethyl acetate=5:1) and recrystallized from n-hexane/ethanol to give 1-(1-anilinocarbonyl-4-piperidinyl)-3,4-dihydrocarbostyril (0.8 g), as white powder, m.p. 194°-196° C. Reactants: N1CCC(CC1)N1C(=O)CCC2=CC=CC=C12 (1-(4-Piperidinyl)-3,4-dihydrocarbostyril), C1(=CC=CC=C1)N=C=O (phenylisocyanate). Solvent: ClCCl (dichloromethane). Conditions: time 4 hour. Reaction SMILES: [NH:1]1[CH2:6][CH2:5][CH:4]([N:7]2[C:17]3[C:12](=[CH:13][CH:14]=[CH:15][CH:16]=3)[CH2:11][CH2:10][C:8]2=[O:9])[CH2:3][CH2:2]1.[C:18]1([N:24]=[C:25]=[O:26])[CH:23]=[CH:22][CH:21]=[CH:20][CH:19]=1>ClCCl>[NH:24]([C:25]([N:1]1[CH2:6][CH2:5][CH:4]([N:7]2[C:17]3[C:12](=[CH:13][CH:14]=[CH:15][CH:16]=3)[CH2:11][CH2:10][C:8]2=[O:9])[CH2:3][CH2:2]1)=[O:26])[C:18]1[CH:23]=[CH:22][CH:21]=[CH:20][CH:19]=1. Product: N(C1=CC=CC=C1)C(=O)N1CCC(CC1)N1C(=O)CCC2=CC=CC=C12 (1-(1-anilinocarbonyl-4-piperidinyl)-3,4-dihydrocarbostyril). The reactants are epoxide, O1[C@H](C1)[C@H](CC1=CC=CC=C1)NC(OC(C)(C)C)=O (tert-butyl (S)-1-((S)-oxiran-2-yl)-2-phenylethylcarbamate), NCC=1C=C(O[CH2+])C=C(C1)N(C)C ((3-(aminomethyl)-5-(dimethylamino)phenoxy)methylium). Solvent: C(Cl)Cl (CH2Cl2), C(Cl)Cl (CH2Cl2). Run at temperature 50 celsius. Product: CN(C=1C=C(CNC[C@H]([C@H](CC2=CC=CC=C2)NC(OC(C)(C)C)=O)O)C=C(C1)OC)C (tert-butyl (2S,3R)-4-(3-(dimethylamino)-5-methoxybenzylamino)-3-hydroxy-1-phenylbutan-2-ylcarbamate). The yield is 54.5%. Reaction SMILES: [NH2:1][CH2:2][C:3]1[CH:4]=[C:5]([CH:8]=[C:9]([N:11]([CH3:13])[CH3:12])[CH:10]=1)[O:6][CH2+:7].[O:14]1[CH2:16][C@@H:15]1[C@@H:17]([NH:25][C:26](=[O:32])[O:27][C:28]([CH3:31])([CH3:30])[CH3:29])[CH2:18][C:19]1[CH:24]=[CH:23][CH:22]=[CH:21][CH:20]=1>C(Cl)Cl>[CH3:13][N:11]([CH3:12])[C:9]1[CH:10]=[C:3]([CH:4]=[C:5]([O:6][CH3:7])[CH:8]=1)[CH2:2][NH:1][CH2:16][C@@H:15]([OH:14])[C@@H:17]([NH:25][C:26](=[O:32])[O:27][C:28]([CH3:30])([CH3:29])[CH3:31])[CH2:18][C:19]1[CH:24]=[CH:23][CH:22]=[CH:21][CH:20]=1. Reported procedure: (3-(aminomethyl)-5-(dimethylamino)phenoxy)methylium (0.0361 g, 0.2 mmol, 1.2 eq) was dissolved in the minimum amount of anhydrous CH2Cl2 under Ar. tert-butyl (S)-1-((S)-oxiran-2-yl)-2-phenylethylcarbamate (0.0439 g, 0.167 mmol, 1 eq) was added with stirring. Anhydrous CH2Cl2 was added dropwise until all of the epoxide had dissolved. The reaction was heated to 50° C. After heating overnight all of the solvent was gone leaving a solid in the flask. Purification via flash chromatography yielded 0.0...